This data is from the Open Reaction Database (ORD), a public repository of structured organic reaction records. The task is: describe an organic reaction: reactants, conditions, products, and yield Starting materials: CC#N, CC(=O)NCC1CN(c2ccc(-n3cnc(CO)c3)c(F)c2)C(=O)O1, c1ccc2[nH]cnc2c1. Product: CC(=O)NCC1CN(c2ccc(-n3cnc(Cn4cnc5ccccc54)c3)c(F)c2)C(=O)O1. RXN SMILES: [CH3:35][C:36]#[N:37].[F:1][c:2]1[cH:3][c:4]([N:15]2[C:16](=[O:25])[O:17][CH:18]([CH2:20][NH:21][C:22]([CH3:23])=[O:24])[CH2:19]2)[cH:5][cH:6][c:7]1-[n:8]1[cH:9][n:10][c:11]([CH2:13][OH:14])[cH:12]1.[n:26]1[cH:27][nH:28][c:29]2[c:30]1[cH:31][cH:32][cH:33][cH:34]2>>[F:1][c:2]1[cH:3][c:4]([N:15]2[C:16](=[O:25])[O:17][CH:18]([CH2:20][NH:21][C:22]([CH3:23])=[O:24])[CH2:19]2)[cH:5][cH:6][c:7]1-[n:8]1[cH:9][n:10][c:11]([CH2:13][n:26]2[cH:27][n:28][c:29]3[c:30]2[cH:31][cH:32][cH:33][cH:34]3)[cH:12]1. Starting materials: ClC1=C(C=C(C=C1)C1(CC1)C(=O)C1=NC=CC=C1)[N+](=O)[O-] ([1-(4-chloro-3-nitro-phenyl)-cyclopropan-1-yl]-pyridin-2-yl-methanone), CN (methylamine). The solvent is C(C)(C)O (isopropanol). Product: CNC1=C(C=C(C=C1)C1(CC1)C(=O)C1=NC=CC=C1)[N+](=O)[O-] ([1-(4-methylamino-3-nitro-phenyl)-cyclopropan-1-yl]-pyridin-2-yl-methanone). Reaction SMILES: Cl[C:2]1[CH:7]=[CH:6][C:5]([C:8]2([C:11]([C:13]3[CH:18]=[CH:17][CH:16]=[CH:15][N:14]=3)=[O:12])[CH2:10][CH2:9]2)=[CH:4][C:3]=1[N+:19]([O-:21])=[O:20].[CH3:22][NH2:23]>C(O)(C)C>[CH3:22][NH:23][C:2]1[CH:7]=[CH:6][C:5]([C:8]2([C:11]([C:13]3[CH:18]=[CH:17][CH:16]=[CH:15][N:14]=3)=[O:12])[CH2:10][CH2:9]2)=[CH:4][C:3]=1[N+:19]([O-:21])=[O:20]. Procedure: Prepared analogously to Example 231d from [1-(4-chloro-3-nitro-phenyl)-cyclopropan-1-yl]-pyridin-2-yl-methanone and methylamine in isopropanol. Starting materials: C(C1=CC=CC=C1)OCC(CS(=O)(=O)N1CCN(CC1)C1=NC=NC(=C1)Cl)NO (1-{[3-benzyloxy-2-(hydroxyamino)propyl]sulphonyl}-4-(6-chloropyrimidin-4-yl)piperazine), O1CCCC1 (tetrahydrofuran). Solvent: C(=O)O (formic acid). Conditions: time 1 hour. Product: C(C1=CC=CC=C1)OCC(CS(=O)(=O)N1CCN(CC1)C1=NC=NC(=C1)Cl)N(C=O)O (N-[2-(benzyloxy)1-({[4-(6-chloropyrimidin-4-yl)piperazino]sulphonyl}methyl)ethyl]-N-hydroxyformamide). As a reaction SMILES: [CH2:1]([O:8][CH2:9][CH:10]([NH:28][OH:29])[CH2:11][S:12]([N:15]1[CH2:20][CH2:19][N:18]([C:21]2[CH:26]=[C:25]([Cl:27])[N:24]=[CH:23][N:22]=2)[CH2:17][CH2:16]1)(=[O:14])=[O:13])[C:2]1[CH:7]=[CH:6][CH:5]=[CH:4][CH:3]=1.[O:30]1CCC[CH2:31]1>C(O)=O>[CH2:1]([O:8][CH2:9][CH:10]([N:28]([OH:29])[CH:31]=[O:30])[CH2:11][S:12]([N:15]1[CH2:20][CH2:19][N:18]([C:21]2[CH:26]=[C:25]([Cl:27])[N:24]=[CH:23][N:22]=2)[CH2:17][CH2:16]1)(=[O:14])=[O:13])[C:2]1[CH:7]=[CH:6][CH:5]=[CH:4][CH:3]=1. Procedure details: A solution of 1-{[3-benzyloxy-2-(hydroxyamino)propyl]sulphonyl}-4-(6-chloropyrimidin-4-yl)piperazine (29.5 g) in tetrahydrofuran (150 ml) and formic acid (25 ml), was added in portions to the above solution at 25° C. over 25 minutes. The solution was stirred at room temperature for 1 hour. The solution was evaporated (water-bath temperature 30° C.) and the residual gum was dissolved in ethyl acetate (500 ml). This solution was treated with saturated aqueous sodium hydrogen carbonate solution (2×... Starting materials: C(=O)(OC(C)(C)C)N1CCN(CC1)C1=C2C=CNC2=CC=C1 (4-(4-boc-piperazinyl)-indole), C1(=CC=C(C=C1)S(=O)(=O)Cl)C1=CC=CC=C1 (1,1 ′-biphenyl-4-ylsulfonyl chloride). Yields the product Cl.C1(=CC=C(C=C1)S(=O)(=O)N1C=CC2=C(C=CC=C12)N1CCNCC1)C1=CC=CC=C1 (1-([1,1′-Biphenyl]-4-yl-sulfonyl)-4-(1-piperazinyl)-1H-indole hydrochloride). RXN SMILES: C([N:8]1[CH2:13][CH2:12][N:11]([C:14]2[CH:22]=[CH:21][CH:20]=[C:19]3[C:15]=2[CH:16]=[CH:17][NH:18]3)[CH2:10][CH2:9]1)(OC(C)(C)C)=O.[C:23]1([C:33]2[CH:38]=[CH:37][CH:36]=[CH:35][CH:34]=2)[CH:28]=[CH:27][C:26]([S:29]([Cl:32])(=[O:31])=[O:30])=[CH:25][CH:24]=1>>[ClH:32].[C:23]1([C:33]2[CH:38]=[CH:37][CH:36]=[CH:35][CH:34]=2)[CH:28]=[CH:27][C:26]([S:29]([N:18]2[C:19]3[C:15](=[C:14]([N:11]4[CH2:10][CH2:9][NH:8][CH2:13][CH2:12]4)[CH:22]=[CH:21][CH:20]=3)[CH:16]=[CH:17]2)(=[O:31])=[O:30])=[CH:25][CH:24]=1 |f:2.3|. Procedure: The title compound was prepared from 4-(4-boc-piperazinyl)-indole and 1,1 ′-biphenyl-4-ylsulfonyl chloride according to Method 3: 1H NMR (270 MHz, DMSO-d6) δ 9.26 (br, 1H), 8.04 (m, 2 H), 7.88 (m, 3 H), 7.67 (m, 3 H), 7.46 (m, 3 H), 7.27 (t, J=8 Hz, 1 H), 6.96 (d, J=5 Hz, 1 H), 6.80 (d, J=8 Hz, 1 H), 3.25 (m, 8 H); MS (ESI+) for m/z 418 (M+H)+. The reactants are C(C)C1=C(C=C(C=C1)S(=O)(=O)C)I (1-ethyl-2-iodo-4-methylsulfonylbenzene), CN1C(C2=CC=CC=C2C(=C1)B1OC(C(O1)(C)C)(C)C)=O (2-methyl-4-(4,4,5,5-tetramethyl-1,3,2-dioxaborolan-2-yl)isoquinolin-1-one). The product is C(C)C1=C(C=C(C=C1)S(=O)(=O)C)C1=CN(C(C2=CC=CC=C12)=O)C (4-(2-ethyl-5-methylsulfonylphenyl)-2-methylisoquinolin-1-one). Reaction SMILES: [CH2:1]([C:3]1[CH:8]=[CH:7][C:6]([S:9]([CH3:12])(=[O:11])=[O:10])=[CH:5][C:4]=1I)[CH3:2].[CH3:14][N:15]1[CH:24]=[C:23](B2OC(C)(C)C(C)(C)O2)[C:22]2[C:17](=[CH:18][CH:19]=[CH:20][CH:21]=2)[C:16]1=[O:34]>>[CH2:1]([C:3]1[CH:8]=[CH:7][C:6]([S:9]([CH3:12])(=[O:11])=[O:10])=[CH:5][C:4]=1[C:23]1[C:22]2[C:17](=[CH:18][CH:19]=[CH:20][CH:21]=2)[C:16](=[O:34])[N:15]([CH3:14])[CH:24]=1)[CH3:2]. Procedure: The the title compound of Example 312, step 3 was reacted with the title compound of Example 89, step 1 in a manner similar to Example 312, step 4 to give the title compound. 1H NMR (400 MHz, CDCl3): δ 1.10 (3H, t, J=8.0 Hz), 2.51-2.56 (2H, m), 3.10 (3H, s), 3.67 (3H, s), 6.97-7.02 (2H, m), 7.52-7.59 (3H, m), 7.80 (1H, s), 7.97 (1H, d, J=8.0 Hz), 8.54 (1H, d, J=8.0 Hz). LCMS: 342 (M+1)+ The reactants are C(C1=CC=CC=C1)(=O)/C=C/C(=O)O (trans-β-benzoylacrylic acid), S(O)(O)(=O)=O (sulfuric acid), C(CC)O (n-propanol), C(CC)O (n-propanol). Reaction conditions: temperature 100 celsius, time 1.5 hour. The product is C(C1=CC=CC=C1)(=O)/C=C/C(=O)OCCC (n-propyl trans-β-benzoylacrylate). As a reaction SMILES: [C:1](/[CH:9]=[CH:10]/[C:11]([OH:13])=[O:12])(=[O:8])[C:2]1[CH:7]=[CH:6][CH:5]=[CH:4][CH:3]=1.S(=O)(=O)(O)O.[CH2:19](O)[CH2:20][CH3:21]>>[C:1](/[CH:9]=[CH:10]/[C:11]([O:13][CH2:19][CH2:20][CH3:21])=[O:12])(=[O:8])[C:2]1[CH:7]=[CH:6][CH:5]=[CH:4][CH:3]=1. Reported procedure: A mixture of 5.00 g of trans-β-benzoylacrylic acid, 1.67 ml of n-propanol and 1.05 g of sulfuric acid was stirred at 100° C. for 1.5 hours. A pressure was gradually reduced with the aspirator and n-propanol was distilled away for 15 minutes. After a pressure was finally reduced to 20 mmHg, the resultant was stirred at 100° C. for 10 minutes and then cooled, followed by the procedure as in Example 1 to give 5.78 g of n-propyl trans-β-benzoylacrylate. The reactants are CCOC(=O)c1cc2cc(OC3CCN(C(C)C)CC3)ccc2[nH]1, CCOC(=O)c1cc2cc(O)ccc2[nH]1, CC(C)N1CCC(O)CC1. Yields the product CC(C)N1CCC(Oc2ccc3[nH]c(C(=O)O)cc3c2)CC1. As a reaction SMILES: [CH2:1]([CH3:2])[O:3][C:4](=[O:5])[c:6]1[nH:7][c:8]2[cH:9][cH:10][c:11]([O:15][CH:16]3[CH2:17][CH2:18][N:19]([CH:22]([CH3:23])[CH3:24])[CH2:20][CH2:21]3)[cH:12][c:13]2[cH:14]1.[CH2:25]([O:26][C:27]([c:28]1[nH:29][c:30]2[c:31]([cH:32]1)[cH:33][c:34]([OH:35])[cH:36][cH:37]2)=[O:38])[CH3:39].[CH:40]([N:41]1[CH2:42][CH2:43][CH:44]([OH:45])[CH2:46][CH2:47]1)([CH3:48])[CH3:49]>>[O:3]=[C:4]([OH:5])[c:6]1[nH:7][c:8]2[cH:9][cH:10][c:11]([O:15][CH:16]3[CH2:17][CH2:18][N:19]([CH:22]([CH3:23])[CH3:24])[CH2:20][CH2:21]3)[cH:12][c:13]2[cH:14]1.